Dataset: the Open Reaction Database (ORD), a public repository of structured organic reaction records. Task: describe an organic reaction: reactants, conditions, products, and yield Starting materials: Cl.ClC1=C(C=CC=C1)CNCCC=1SC=CC1 (N-[(2-chlorophenyl-methyl)]-2-(2-thienyl)ethylamine HCl), S1CSCCC1 (1,3-Dithiane), Cl (hydrochloride). Run in C(OC)COC (dimethoxyethane). Reaction conditions: temperature 10 celsius. Product: C=1C=CC(=C(C1)CN2CCC3=C(C=CS3)C2)Cl.Cl (ticlopidine hydrochloride). Isolated yield 62.7%. As a reaction SMILES: [ClH:1].[Cl:2][C:3]1[CH:8]=[CH:7][CH:6]=[CH:5][C:4]=1[CH2:9][NH:10][CH2:11][CH2:12][C:13]1[S:14][CH:15]=[CH:16][CH:17]=1.S1CCCS[CH2:19]1.Cl>C(COC)OC>[CH:6]1[CH:7]=[CH:8][C:3]([Cl:2])=[C:4]([CH2:9][N:10]2[CH2:19][C:17]3[CH:16]=[CH:15][S:14][C:13]=3[CH2:12][CH2:11]2)[CH:5]=1.[ClH:1] |f:0.1,5.6|. Reported procedure: N-[(2-chlorophenyl-methyl)]-2-(2-thienyl)ethylamine HCl (14.4 g) is suspended into 50 ml of dimethoxyethane. 1,3-Dithiane (9 g) and 0.12 ml of 37% hydrochloride acid are added. The reaction mixture is refluxed for 24 hours. Thereafter, the mixture is cooled to 10° C. and the crystalline precipitate is filtered and washed twice with 5 ml of dimethoxyethane. The product is dried at 60° C. under vacuum to yield 9.4 g (62.7%) of ticlopidine hydrochloride having the same physico-chemical characterist... Starting materials: COc1ccc2[nH]ccc2c1CN(C)C, CO, O=S(=O)(Cl)c1cccc(Cl)c1Cl, O=C(O)C(F)(F)F, [H-], [Na+], CN(C)C=O. Yields the product COc1ccc2c(ccn2S(=O)(=O)c2cccc(Cl)c2Cl)c1CN(C)C, O=C(O)C(F)(F)F. As a reaction SMILES: [CH3:3][O:4][c:5]1[c:6]([CH2:14][N:15]([CH3:16])[CH3:17])[c:7]2[cH:8][cH:9][nH:10][c:11]2[cH:12][cH:13]1.[CH3:42][OH:43].[Cl:18][c:19]1[c:20]([S:26](=[O:27])(=[O:28])[Cl:29])[cH:21][cH:22][cH:23][c:24]1[Cl:25].[F:30][C:31]([C:32](=[O:33])[OH:34])([F:35])[F:36].[H-:2].[Na+:1].[O:37]=[CH:38][N:39]([CH3:40])[CH3:41]>>[CH3:3][O:4][c:5]1[c:6]([CH2:14][N:15]([CH3:16])[CH3:17])[c:7]2[cH:8][cH:9][n:10]([S:26]([c:20]3[c:19]([Cl:18])[c:24]([Cl:25])[cH:23][cH:22][cH:21]3)(=[O:27])=[O:28])[c:11]2[cH:12][cH:13]1.[F:30][C:31]([C:32](=[O:33])[OH:34])([F:35])[F:36]. Starting materials: SC1=NC=CN=C1 (2-mercaptopyrazine), C(C=C)Br (allyl bromide), ice water. Run in C(C)N(CC)CC (triethylamine). Conditions: temperature 50 celsius, time 2 hour. The product is C(C=C)SC1=NC=CN=C1 (2-(2-propenylthio)pyrazine). Isolated yield 85.0%. As a reaction SMILES: [SH:1][C:2]1[CH:7]=[N:6][CH:5]=[CH:4][N:3]=1.[CH2:8](Br)[CH:9]=[CH2:10]>C(N(CC)CC)C>[CH2:10]([S:1][C:2]1[CH:7]=[N:6][CH:5]=[CH:4][N:3]=1)[CH:9]=[CH2:8]. Reported procedure: 6.57 g of 2-mercaptopyrazine prepared in Reference Example 1 was dissolved in 80 ml of dimethylformaind and 8.6 ml of triethylamine was added thereto. 6.84 ml of allyl bromide was added to the solution and the mixture was stirred at 50° C. for 2 hours. 500 ml of ice water was added to the reaction solution and the resulting mixture was extracted with diethylether and concentrated. The residues were distilled under vacuum to give 7.85 g(85%) of oily pale yellow liquid. Starting materials: COC=1C=C(N)C=CC1C1=CC(=NO1)C (3-methoxy-4-(3-methylisoxazol-5-yl)aniline), C(=S)(N1C(C=CC=C1)=O)N1C(C=CC=C1)=O (1,1′-thiocarbonyldipyridin-2(1H)-one), ( 3 ). The solvent is ClCCl (Dichloromethane). Reaction conditions: time 24 hour. Yields the product N(=C=S)C1=CC(=C(C=C1)C1=CC(=NO1)C)OC (5-(4-isothiocyanato-2-methoxyphenyl)-3-methylisoxazole). Yield: 84.6%. As a reaction SMILES: [CH3:1][O:2][C:3]1[CH:4]=[C:5]([CH:7]=[CH:8][C:9]=1[C:10]1[O:14][N:13]=[C:12]([CH3:15])[CH:11]=1)[NH2:6].[C:16](N1C=CC=CC1=O)(N1C=CC=CC1=O)=[S:17]>ClCCl>[N:6]([C:5]1[CH:7]=[CH:8][C:9]([C:10]2[O:14][N:13]=[C:12]([CH3:15])[CH:11]=2)=[C:3]([O:2][CH3:1])[CH:4]=1)=[C:16]=[S:17]. Reported procedure: Step H (3): Dichloromethane (20 mL) was added to a flask charged with 3-methoxy-4-(3-methylisoxazol-5-yl)aniline (500 mg, 2.448 mmol) and 1,1′-thiocarbonyldipyridin-2(1H)-one (569 mg, 2.448 mmol). The resulting mixture was stirred for 24 h at rt. The crude reaction mixture was concentrated and the crude products were purified using silica gel chromatography (20-50% EtOAc/hexane) linear gradient to afford 5-(4-isothiocyanato-2-methoxyphenyl)-3-methylisoxazole (0.510 g, 84% yield). LC-MS (M+H)+ 24... Reactants: C[N+]1([O-])CCOCC1, C=Cc1cc(C(=O)NCc2c(C)cc(C)[nH]c2=O)c2cnn(C3CCCC3)c2c1, ClCCl, O=[Os](=O)(=O)=O, O. Yields the product Cc1cc(C)c(CNC(=O)c2cc(C(O)CO)cc3c2cnn3C2CCCC2)c(=O)[nH]1. As a reaction SMILES: [CH3:30][N+:31]1([O-:32])[CH2:33][CH2:35][O:34][CH2:36][CH2:37]1.[CH:1]1([n:6]2[n:7][cH:8][c:9]3[c:10]([C:17](=[O:18])[NH:19][CH2:20][c:21]4[c:22](=[O:29])[nH:23][c:24]([CH3:28])[cH:25][c:26]4[CH3:27])[cH:11][c:12]([CH:15]=[CH2:16])[cH:13][c:14]23)[CH2:2][CH2:3][CH2:4][CH2:5]1.[Cl:39][CH2:40][Cl:41].[O:42]=[Os:43](=[O:44])(=[O:45])=[O:46].[OH2:38]>>[CH:1]1([n:6]2[n:7][cH:8][c:9]3[c:10]([C:17](=[O:18])[NH:19][CH2:20][c:21]4[c:22](=[O:29])[nH:23][c:24]([CH3:28])[cH:25][c:26]4[CH3:27])[cH:11][c:12]([CH:15]([CH2:16][OH:38])[OH:34])[cH:13][c:14]23)[CH2:2][CH2:3][CH2:4][CH2:5]1. The reactants are C(C)(=O)OCCC1=C(C=C(C2=CC=CC=C12)OCC1=CC=CC=C1)[N+](=O)[O-] (2-[4-benzyloxy-2-nitronaphthalen-1-yl]ethyl acetate). Reagents/catalysts: O=[Pt]=O (PtO2). The solvent is C1CCOC1 (THF), C1CCOC1 (THF). Run at time 1 hour. Yields the product C(C)(=O)OCCC1=C(C=C(C2=CC=CC=C12)OCC1=CC=CC=C1)N (2-[4-benzyloxy-2-aminonaphthalen-1-yl]ethyl acetate). Isolated yield 97.6%. Reaction SMILES: [C:1]([O:4][CH2:5][CH2:6][C:7]1[C:16]2[C:11](=[CH:12][CH:13]=[CH:14][CH:15]=2)[C:10]([O:17][CH2:18][C:19]2[CH:24]=[CH:23][CH:22]=[CH:21][CH:20]=2)=[CH:9][C:8]=1[N+:25]([O-])=O)(=[O:3])[CH3:2]>C1COCC1.O=[Pt]=O>[C:1]([O:4][CH2:5][CH2:6][C:7]1[C:16]2[C:11](=[CH:12][CH:13]=[CH:14][CH:15]=2)[C:10]([O:17][CH2:18][C:19]2[CH:24]=[CH:23][CH:22]=[CH:21][CH:20]=2)=[CH:9][C:8]=1[NH2:25])(=[O:3])[CH3:2]. Reported procedure: A solution of 2-[4-benzyloxy-2-nitronaphthalen-1-yl]ethyl acetate (0.2 g, 0.55 mmol) in THF (30 mL) was added to a suspension of PtO2 (100 mg) in THF (10 mL) and the suspension was hydrogenated (with shaking) at 55 psi at room temperature for 1 h. The suspension was filtered over Celite and the filtrate was concentrated in reduced pressure to yield 2-[4-benzyloxy-2-aminonaphthalen-1-yl]ethyl acetate as a brown solid (0.18 g, 97.58%). Mp 76-82° C; 1H NMR (CDCl3, 500 MHz) δ 8.24 (d, 8.0, 1H), 7.80... The reactants are BrC1=CC=C(C=C1)C(C(C)C)(O)C=1N=CN(C1)C(C1=CC=CC=C1)(C1=CC=CC=C1)C1=CC=CC=C1 (1-(4-bromophenyl)-(1-trityl-1H-imidazol-4-yl)-2-methyl-1-propanol), COC=1C=C(C=CC1OC)B(O)O (3,4-dimethoxyphenylboronic acid), C([O-])([O-])=O.[Na+].[Na+] (sodium carbonate). Reagents/catalysts: C=1C=CC(=CC1)[P](C=2C=CC=CC2)(C=3C=CC=CC3)[Pd]([P](C=4C=CC=CC4)(C=5C=CC=CC5)C=6C=CC=CC6)([P](C=7C=CC=CC7)(C=8C=CC=CC8)C=9C=CC=CC9)[P](C=1C=CC=CC1)(C=1C=CC=CC1)C=1C=CC=CC1 (tetrakis(triphenylphosphine)palladium(0)). The product is COC=1C=C(C=CC1OC)C1=CC=C(C=C1)C(C(C)C)(O)C=1N=CN(C1)C(C1=CC=CC=C1)(C1=CC=CC=C1)C1=CC=CC=C1 (1-(3′,4′-dimethoxy[1,1′-biphenyl]-4-yl)-2-methyl-1-(1-trityl-1H-imidazol-4-yl)-1-propanol). Isolated yield 85.6%. As a reaction SMILES: Br[C:2]1[CH:7]=[CH:6][C:5]([C:8]([C:13]2[N:14]=[CH:15][N:16]([C:18]([C:31]3[CH:36]=[CH:35][CH:34]=[CH:33][CH:32]=3)([C:25]3[CH:30]=[CH:29][CH:28]=[CH:27][CH:26]=3)[C:19]3[CH:24]=[CH:23][CH:22]=[CH:21][CH:20]=3)[CH:17]=2)([OH:12])[CH:9]([CH3:11])[CH3:10])=[CH:4][CH:3]=1.[CH3:37][O:38][C:39]1[CH:40]=[C:41](B(O)O)[CH:42]=[CH:43][C:44]=1[O:45][CH3:46].C(=O)([O-])[O-].[Na+].[Na+]>C1C=CC([P]([Pd]([P](C2C=CC=CC=2)(C2C=CC=CC=2)C2C=CC=CC=2)([P](C2C=CC=CC=2)(C2C=CC=CC=2)C2C=CC=CC=2)[P](C2C=CC=CC=2)(C2C=CC=CC=2)C2C=CC=CC=2)(C2C=CC=CC=2)C2C=CC=CC=2)=CC=1>[CH3:37][O:38][C:39]1[CH:40]=[C:41]([C:2]2[CH:3]=[CH:4][C:5]([C:8]([C:13]3[N:14]=[CH:15][N:16]([C:18]([C:31]4[CH:36]=[CH:35][CH:34]=[CH:33][CH:32]=4)([C:25]4[CH:30]=[CH:29][CH:28]=[CH:27][CH:26]=4)[C:19]4[CH:24]=[CH:23][CH:22]=[CH:21][CH:20]=4)[CH:17]=3)([OH:12])[CH:9]([CH3:11])[CH3:10])=[CH:6][CH:7]=2)[CH:42]=[CH:43][C:44]=1[O:45][CH3:46] |f:2.3.4,^1:59,61,80,99|. Procedure: By the reaction in the same manner as in Example 29-(i) using 1-(4-bromophenyl)-(1-trityl-1H-imidazol-4-yl)-2-methyl-1-propanol (1.50 g), 3,4-dimethoxyphenylboronic acid (762 mg), 2M aqueous sodium carbonate solution (2.79 ml) and tetrakis(triphenylphosphine)palladium(0) (96.7 mg), the colorless amorphous title compound (1.42 g) was obtained.